Dataset: the Open Reaction Database (ORD), a public repository of structured organic reaction records. Task: describe an organic reaction: reactants, conditions, products, and yield Starting materials: FC1=CC=C(C=C1)[N+](=O)[O-] (4-fluoro-1-nitrobenzene), C(C)N1CCNCC1 (Ethyl piperazine), C(C)(C)N(C(C)C)CC (N,N-diisopropylethyl amine). Solvent: CN(C=O)C (N,N-dimethylformamide). Conditions: temperature 80 celsius. Yields the product C(C)N1CCN(CC1)C1=CC=C(C=C1)[N+](=O)[O-] (4-Ethyl-1-(4-nitrophenyl)piperazine). RXN SMILES: F[C:2]1[CH:7]=[CH:6][C:5]([N+:8]([O-:10])=[O:9])=[CH:4][CH:3]=1.[CH2:11]([N:13]1[CH2:18][CH2:17][NH:16][CH2:15][CH2:14]1)[CH3:12].C(N(CC)C(C)C)(C)C>CN(C)C=O>[CH2:11]([N:13]1[CH2:18][CH2:17][N:16]([C:2]2[CH:7]=[CH:6][C:5]([N+:8]([O-:10])=[O:9])=[CH:4][CH:3]=2)[CH2:15][CH2:14]1)[CH3:12]. Procedure: To 4-fluoro-1-nitrobenzene (1 eq) in N,N-dimethylformamide was added Ethyl piperazine (2 eq) and N,N-diisopropylethyl amine (2 eq) and heated at 80° C. for 16 h. Concentrated the resultant mixture and partitioned between ethyl acetate and water. The organic layer was then washed with brine and dried with sodium sulfate and concentrated. Passed through a plug of silica to yield 4-Ethyl-1-(4-nitrophenyl)piperazine. MS: MH+=235. Reactants: Cl.OC=1C=C(C[C@@H]([C@@H](CNC2(CCCCC2)C2=CC(=CC=C2)C(C)C)O)NC(C)=O)C=C(C1)F (N-((1S,2R)-1-(3-hydroxy-5-fluorobenzyl)-2-hydroxy-3-{[1-(3-isopropylphenyl)cyclohexyl]amino}propyl)acetamide hydrochloride), BrCCOCCOC (1-bromo-2-(2-methoxyethoxy)ethane). Yields the product Cl.COCCOCCOC=1C=C(C[C@@H]([C@@H](CNC2(CCCCC2)C2=CC(=CC=C2)C(C)C)O)NC(C)=O)C=C(C1)F (N-((1S,2R)-1-(3-(2-(2-methoxyethoxy)ethoxy)-5-fluorobenzyl)-2-hydroxy-3-{[1-(3-isopropylphenyl)cyclohexyl]amino}propyl)acetamide hydrochloride). The yield is 52.0%. RXN SMILES: [ClH:1].[OH:2][C:3]1[CH:4]=[C:5]([CH:31]=[C:32]([F:34])[CH:33]=1)[CH2:6][C@H:7]([NH:27][C:28](=[O:30])[CH3:29])[C@H:8]([OH:26])[CH2:9][NH:10][C:11]1([C:17]2[CH:22]=[CH:21][CH:20]=[C:19]([CH:23]([CH3:25])[CH3:24])[CH:18]=2)[CH2:16][CH2:15][CH2:14][CH2:13][CH2:12]1.Br[CH2:36][CH2:37][O:38][CH2:39][CH2:40][O:41][CH3:42]>>[ClH:1].[CH3:42][O:41][CH2:40][CH2:39][O:38][CH2:37][CH2:36][O:2][C:3]1[CH:4]=[C:5]([CH:31]=[C:32]([F:34])[CH:33]=1)[CH2:6][C@H:7]([NH:27][C:28](=[O:30])[CH3:29])[C@H:8]([OH:26])[CH2:9][NH:10][C:11]1([C:17]2[CH:22]=[CH:21][CH:20]=[C:19]([CH:23]([CH3:25])[CH3:24])[CH:18]=2)[CH2:16][CH2:15][CH2:14][CH2:13][CH2:12]1 |f:0.1,3.4|. Procedure: Using methods analogus to those previously described, compound 11 (0.4 mmol) is reacted with 1-bromo-2-(2-methoxyethoxy)ethane to afford the title compound 60 (0.21 mmol, 52%) as a hygroscopic white solid: 1H NMR (CDCl3) δ 9.4 (br, 1H), 8.5 (br, 1H), 8.32 (br, 1H), 7.54 (s, 1H), 7.38 (m, 2H), 7.26 (m, 1H), 6.56 (s, 1H), 6.47 (m, 2H), 4.34 (v br, water H), 4.1 (m, 4H), 3.83 (m, 2H), 3.70 (m, 2H), 3.58 (m, 2H), 3.38 (s, 3H), 2.96 (hept, J=7 Hz, 1H), 2.8–2.6 (m, 5H), 2.4–2.2 (m, 3H), 2.15 (s, 3H), ... Starting materials: ClC=1C=C(C=CC1)C1=C(C(=CC=C1OC)C(=O)C1=CC=C(C=C1)NC(C)=O)F (N-[4-(3′-chloro-2-fluoro-6-methoxy-biphenyl-3-carbonyl)-phenyl]-acetamide), Cl (HCl). Solvent: C(C)O (ethanol). Yields the product Cl.NC1=CC=C(C=C1)C(=O)C=1C(=C(C(=CC1)OC)C1=CC(=CC=C1)Cl)F ((4-amino-phenyl)-(3′-chloro-2-fluoro-6-methoxy-biphenyl-3-yl)-methanone hydrochloride). The yield is 48.0%. As a reaction SMILES: [Cl:1][C:2]1[CH:3]=[C:4]([C:8]2[C:13]([O:14][CH3:15])=[CH:12][CH:11]=[C:10]([C:16]([C:18]3[CH:23]=[CH:22][C:21]([NH:24]C(=O)C)=[CH:20][CH:19]=3)=[O:17])[C:9]=2[F:28])[CH:5]=[CH:6][CH:7]=1.Cl>C(O)C>[ClH:1].[NH2:24][C:21]1[CH:22]=[CH:23][C:18]([C:16]([C:10]2[C:9]([F:28])=[C:8]([C:4]3[CH:5]=[CH:6][CH:7]=[C:2]([Cl:1])[CH:3]=3)[C:13]([O:14][CH3:15])=[CH:12][CH:11]=2)=[O:17])=[CH:19][CH:20]=1 |f:3.4|. Procedure: To a stirred suspension of N-[4-(3′-chloro-2-fluoro-6-methoxy-biphenyl-3-carbonyl)-phenyl]-acetamide synthesized above (1.75 g, 4.44 mmol) in ethanol (40 mL) was added con. HCl (40 mL). The reaction was refluxed for 2 h, cooled to room temperature, filtered, washed with water than hexanes to afford 0.82 g (48%) of (4-amino-phenyl)-(3′-chloro-2-fluoro-6-methoxy-biphenyl-3-yl)-methanone hydrochloride as light yellow solid. Reactants: ClCCl (dichloromethane), C(C)OC(=O)C1CN(CCC1)CCC=C1C2=CC=CC=C2SC=2C=CC=CC12 (1-(3-(thioxanthen-9-ylidene)-1-propyl)-3-piperidinecarboxylic acid ethyl ester), Cl (Hydrochloric acid), [OH-].[Na+] (sodium hydroxide). Solvent: C(C)O (ethanol). The product is Cl.C1=CC=CC=2SC3=CC=CC=C3C(C12)=CCCN1CC(CCC1)C(=O)O (1-(3-(Thioxanthen-9-ylidene)-1-propyl)-3-piperidinecarboxylic acid hydrochloride). RXN SMILES: C([O:3][C:4]([CH:6]1[CH2:11][CH2:10][CH2:9][N:8]([CH2:12][CH2:13][CH:14]=[C:15]2[C:28]3[CH:27]=[CH:26][CH:25]=[CH:24][C:23]=3[S:22][C:21]3[C:16]2=[CH:17][CH:18]=[CH:19][CH:20]=3)[CH2:7]1)=[O:5])C.[OH-].[Na+].Cl.[Cl:32]CCl>C(O)C>[ClH:32].[CH:17]1[C:16]2[C:15](=[CH:14][CH2:13][CH2:12][N:8]3[CH2:9][CH2:10][CH2:11][CH:6]([C:4]([OH:5])=[O:3])[CH2:7]3)[C:28]3[C:23](=[CH:24][CH:25]=[CH:26][CH:27]=3)[S:22][C:21]=2[CH:20]=[CH:19][CH:18]=1 |f:1.2,6.7|. Procedure: The above ester (0.74 g, 1.8 mmol) was dissolved in ethanol (25 ml) and 40% sodium hydroxide (6 ml) was added. The mixture was heated at reflux for 1 h. 10% Hydrochloric acid (25 ml) was added followed by dichloromethane (150 ml). The phases were separated and the organic phase was washed with water, dried (NaSO4) and the solvent was evaporated in vacuo to give 0.6 g of the title compound as a solid. M.p. 150°-160° C. A sample was dissolved in acetone and precipitated with diethyl ether. The sol... Reactants: CC(=O)O, [Cl-], Cl, O=N[O-], CCCCOc1cc(CN(C)C)cc(N)c1Cc1ccccc1, [Na+], O=S=O, O, O, O. Yields the product CCCCOc1cc(CN(C)C)cc(S(N)(=O)=O)c1Cc1ccccc1. RXN SMILES: [CH3:36][C:37](=[O:38])[OH:39].[Cl-:31].[ClH:24].[N:25]([O-:26])=[O:27].[NH2:1][c:2]1[c:3]([CH2:17][c:18]2[cH:19][cH:20][cH:21][cH:22][cH:23]2)[c:4]([O:12][CH2:13][CH2:14][CH2:15][CH3:16])[cH:5][c:6]([CH2:7][N:8]([CH3:9])[CH3:10])[cH:11]1.[Na+:28].[O:32]=[S:33]=[O:34].[OH2:29].[OH2:30].[OH2:35]>>[c:2]1([S:33]([NH2:25])(=[O:32])=[O:34])[c:3]([CH2:17][c:18]2[cH:19][cH:20][cH:21][cH:22][cH:23]2)[c:4]([O:12][CH2:13][CH2:14][CH2:15][CH3:16])[cH:5][c:6]([CH2:7][N:8]([CH3:9])[CH3:10])[cH:11]1.